This data is from the Open Reaction Database (ORD), a public repository of structured organic reaction records. The task is: describe an organic reaction: reactants, conditions, products, and yield Starting materials: FC=1C=C(C=O)C=CC1F (3,4-difluorobenzaldehyde), [Cl-].FC=1C=CC(=C(C[P+](C2=CC=CC=C2)(C2=CC=CC=C2)C2=CC=CC=C2)C1)OCOC (5-fluoro-2-methoxymethoxybenzyltriphenylphosphonium chloride), C1CCC2=NCCCN2CC1 (DBU). Reagents/catalysts: C1=CC=C(C=C1)P(C2=CC=CC=C2)C3=CC=CC=C3.C1=CC=C(C=C1)P(C2=CC=CC=C2)C3=CC=CC=C3.C1=CC=C(C=C1)P(C2=CC=CC=C2)C3=CC=CC=C3.[Cl-].[Rh] (tris-(triphenylphosphine)rhodium(I) chloride). Solvent: C(C)#N (acetonitrile), C(C)O (ethanol). Reaction conditions: temperature 60 celsius, time 14 hour. Yields the product FC=1C=C(C=CC1F)CCC1=C(C=CC(=C1)F)O (2-[2-(3,4-Difluorophenyl)ethyl]-4-fluorophenol). RXN SMILES: [F:1][C:2]1[CH:3]=[C:4]([CH:7]=[CH:8][C:9]=1[F:10])[CH:5]=O.[Cl-].[F:12][C:13]1[CH:14]=[CH:15][C:16]([O:39]COC)=[C:17]([CH:38]=1)[CH2:18][P+](C1C=CC=CC=1)(C1C=CC=CC=1)C1C=CC=CC=1.C1CCN2C(=NCCC2)CC1>C(#N)C.C(O)C.C1C=CC(P(C2C=CC=CC=2)C2C=CC=CC=2)=CC=1.C1C=CC(P(C2C=CC=CC=2)C2C=CC=CC=2)=CC=1.C1C=CC(P(C2C=CC=CC=2)C2C=CC=CC=2)=CC=1.[Cl-].[Rh]>[F:1][C:2]1[CH:3]=[C:4]([CH2:5][CH2:18][C:17]2[CH:38]=[C:13]([F:12])[CH:14]=[CH:15][C:16]=2[OH:39])[CH:7]=[CH:8][C:9]=1[F:10] |f:1.2,6.7.8.9.10|. Procedure details: 610 mg of 3,4-difluorobenzaldehyde, 2000 mg of 5-fluoro-2-methoxymethoxybenzyltriphenylphosphonium chloride and 0.64 ml of DBU were allowed to react together in 20 ml of acetonitrile, subsequently treated, and purified by silica gel column chromatography, using a 15:1 by volume mixture of hexane and ethyl acetate as the eluent, in the same manner as described in Preparation 2, to give 1230 mg of an oily substance. This oily substance was dissolved in 10 ml of ethanol, and 300 mg of tris-(triphen... Procedure details: To a stirred solution of ethyl 2-methyl nicotinate (1.04 g, 6.30 mmol) in dry THF (30 mL) was slowly added EtMgBr (3.0 M in Et2O, 5.2 mL, 16 mmol). The mixture was warmed to reflux and stirred for 60 h under N2. The suspension was cooled, poured into ice (50 mL) and stirred for 3 h. The layers were separated, and the aqueous layer was extracted with Et2O (5×100 mL). The combined organic layers were dried over anhydrous Na2SO4. After filtration the solvent was removed by evaporation under vacuum,... Run at time 60 hour. The product is CC1=NC=CC=C1C(CC)(CC)O (3-(2-methyl-pyridin-3-yl)-pentan-3-ol). Starting materials: CCOC(=O)C1=C(N=CC=C1)C (ethyl 2-methyl nicotinate), C1CCOC1 (THF), CC[Mg+].[Br-] (EtMgBr), ice. Reaction SMILES: CCO[C:4]([C:6]1[CH:11]=[CH:10][CH:9]=[N:8][C:7]=1[CH3:12])=[O:5].[CH3:13][CH2:14][Mg+].[Br-].[CH2:17]1COC[CH2:18]1>>[CH3:12][C:7]1[C:6]([C:4]([OH:5])([CH2:13][CH3:14])[CH2:17][CH3:18])=[CH:11][CH:10]=[CH:9][N:8]=1 |f:1.2|. The yield is 40.0%. The reactants are BrC=1C=NC(=NC1)I (5-Bromo-2-iodopyrimidine), FC1=C(C=CC(=C1F)OCCCCCCCC)C1=NC=C(C=N1)Br (2-(2',3'-Difluoro-4'-octyloxyphenyl)-5-bromopyrimidine), C(CCCCCCC)OC1=CC=C(C=C1)B(O)O (4-octyloxyphenylboronic acid), C([O-])([O-])=O.[Na+].[Na+] (sodium carbonate). Reagents/catalysts: C=1C=CC(=CC1)[P](C=2C=CC=CC2)(C=3C=CC=CC3)[Pd]([P](C=4C=CC=CC4)(C=5C=CC=CC5)C=6C=CC=CC6)([P](C=7C=CC=CC7)(C=8C=CC=CC8)C=9C=CC=CC9)[P](C=1C=CC=CC1)(C=1C=CC=CC1)C=1C=CC=CC1 (tetrakis(triphenylphosphine)palladium). The solvent is COCCOC (DME). Product: C(CCCCCCC)OC1=CC=C(C=C1)C1=NC=C(C=N1)Br (2-(4'-Octyloxyphenyl)-5-bromopyrimidine). The yield is 43.0%. Reaction SMILES: BrC1C=NC(I)=NC=1.C(OC1C=CC(B(O)O)=CC=1)CCCCCCC.C(=O)([O-])[O-].[Na+].[Na+].F[C:34]1[C:39](F)=[C:38]([O:41][CH2:42][CH2:43][CH2:44][CH2:45][CH2:46][CH2:47][CH2:48][CH3:49])[CH:37]=[CH:36][C:35]=1[C:50]1[N:55]=[CH:54][C:53]([Br:56])=[CH:52][N:51]=1>C1C=CC([P]([Pd]([P](C2C=CC=CC=2)(C2C=CC=CC=2)C2C=CC=CC=2)([P](C2C=CC=CC=2)(C2C=CC=CC=2)C2C=CC=CC=2)[P](C2C=CC=CC=2)(C2C=CC=CC=2)C2C=CC=CC=2)(C2C=CC=CC=2)C2C=CC=CC=2)=CC=1.COCCOC>[CH2:42]([O:41][C:38]1[CH:37]=[CH:36][C:35]([C:50]2[N:55]=[CH:54][C:53]([Br:56])=[CH:52][N:51]=2)=[CH:34][CH:39]=1)[CH2:43][CH2:44][CH2:45][CH2:46][CH2:47][CH2:48][CH3:49] |f:2.3.4,^1:60,62,81,100|. Procedure details: --Quantities: 5-bromo-2-iodopyrimidine 2 (1.23 g, 4.32 mmol), 4-octyloxyphenylboronic acid 7 (1.33 g, 5.18 mmol), tetrakis(triphenylphosphine)palladium (150 mg, 0.13 mmol), DME (30 ml), aqueous 2M sodium carbonate (30 ml). The experimental procedure was as described for compound 4 to yield the phenylpyrimidine 8 (0.67 g, 43%) (from EtOH), m.p. 95.0° C.; νmax /cm-1 (KBr) 2920, 1605, 1525, 1425, 1260, 1170, 1120 and 790; δ 0.90 (3H, t, Me), 1.20-1.55 (10H, m), 1.84 (2H, quint, OCH2CH2), 4.02 (2H, ... Starting materials: C(C)C1=C(C(=O)N(CC)CC)C=CC(=C1)OC (2-ethyl-4-methoxy-N,N-diethylbenzamide), C(C)I (ethyliodide), C(C)(C)NC(C)C (diisopropylamine), [Li]CCCC (n-BuLi). The solvent is C1CCOC1 (THF), C1CCOC1 (THF), C1CCOC1 (THF). Conditions: time 1 hour. Product: C(C)(CC)C1=C(C(=O)N(CC)CC)C=CC(=C1)OC (2-sec-butyl-4-methoxy-N,N-diethylbenzamide). Yield: 69.4%. Reaction SMILES: C(NC(C)C)(C)C.[Li][CH2:9][CH2:10][CH2:11][CH3:12].C([C:15]1[CH:27]=[C:26]([O:28][CH3:29])[CH:25]=[CH:24][C:16]=1[C:17]([N:19]([CH2:22][CH3:23])[CH2:20][CH3:21])=[O:18])C.C(I)C>C1COCC1>[CH:10]([C:15]1[CH:27]=[C:26]([O:28][CH3:29])[CH:25]=[CH:24][C:16]=1[C:17]([N:19]([CH2:22][CH3:23])[CH2:20][CH3:21])=[O:18])([CH2:11][CH3:12])[CH3:9]. Procedure: To a mixture of diisopropylamine (40.7 mL, 290 mmol) in THF (800 mL) at -78° C. was added n-BuLi (100 ML, 255 mmol, 2.15M). The mixture was stirred for 1/4 hour, then 2-ethyl-4-methoxy-N,N-diethylbenzamide (235.3 g) in THF (300 mL) was added at -78° C. The mixture was stirred at -78° C. for 2.5 hours, then at 0° C. for 1 hour, and then ethyliodide (23.2 mL) in THF (150 mL) was added over 10 minutes at -78° C. The reaction mixture was stirred for about 1 hour, quenched with saturated NH4Cl (100 m... Starting materials: C(C)OC(=O)[C@@H]1CN(C[C@H]1C(=O)O)C(=O)OC(C)(C)C ((3S*,4S*)-pyrrolidine-1,3,4-tricarboxylic acid 1-tert-butyl ester 3-ethyl ester), CSC.B (borane dimethylsulfide), CO (MeOH). The solvent is C1CCOC1 (THF). Run at temperature -10 celsius, time 20 minute. The product is C(C)OC(=O)[C@@H]1CN(C[C@H]1CO)C(=O)OC(C)(C)C ((3S*,4S*)4-Hydroxymethyl-pyrrolidine-1,3-dicarboxylic acid 1-tert-butylester 3-ethyl ester). Reaction SMILES: [CH2:1]([O:3][C:4]([C@H:6]1[C@H:10]([C:11](O)=[O:12])[CH2:9][N:8]([C:14]([O:16][C:17]([CH3:20])([CH3:19])[CH3:18])=[O:15])[CH2:7]1)=[O:5])[CH3:2].CSC.B.CO>C1COCC1>[CH2:1]([O:3][C:4]([C@H:6]1[C@H:10]([CH2:11][OH:12])[CH2:9][N:8]([C:14]([O:16][C:17]([CH3:18])([CH3:20])[CH3:19])=[O:15])[CH2:7]1)=[O:5])[CH3:2] |f:1.2|. Procedure details: To a solution of (3S*,4S*)-pyrrolidine-1,3,4-tricarboxylic acid 1-tert-butyl ester 3-ethyl ester (10 g, 34.8 mmol) in THF (180 mL), a solution of borane dimethylsulfide complex (2N in THF, 24.4 mL, 48.7 mmol) is added slowly at −10° C. The mixture is stirred at −10° C. for 20 min, then allowed to reach RT and further stirred for 4 h. MeOH is carefully added (exothermic!), and the mixture is concentrated under reduced pressure. MeOH is again added, and the mixture is concentrated. This operation ... The reactants are CCC(=O)NC1CC(n2cnc3c(NCC(c4ccccc4)c4ccccc4)nc(C(=O)NCCNC(=O)NC4CCN(C(=O)OCc5ccccc5)CC4)nc32)C(O)C1O, CO, [H][H], [OH-], [OH-], [Pd+2]. Product: CCC(=O)NC1CC(n2cnc3c(NCC(c4ccccc4)c4ccccc4)nc(C(=O)NCCNC(=O)NC4CCNCC4)nc32)C(O)C1O. As a reaction SMILES: [CH2:1]([O:2][C:3](=[O:4])[N:11]1[CH2:12][CH2:13][CH:14]([NH:17][C:18](=[O:19])[NH:20][CH2:21][CH2:22][NH:23][C:24](=[O:25])[c:26]2[n:27][c:28]([NH:47][CH2:48][CH:49]([c:50]3[cH:51][cH:52][cH:53][cH:54][cH:55]3)[c:56]3[cH:57][cH:58][cH:59][cH:60][cH:61]3)[c:29]3[n:30][cH:31][n:32]([CH:35]4[CH:36]([OH:46])[CH:37]([OH:45])[CH:38]([NH:40][C:41]([CH2:42][CH3:43])=[O:44])[CH2:39]4)[c:33]3[n:34]2)[CH2:15][CH2:16]1)[c:5]1[cH:6][cH:7][cH:8][cH:9][cH:10]1.[CH3:64][OH:65].[H:62][H:63].[OH-:66].[OH-:68].[Pd+2:67]>>[NH:11]1[CH2:12][CH2:13][CH:14]([NH:17][C:18](=[O:19])[NH:20][CH2:21][CH2:22][NH:23][C:24](=[O:25])[c:26]2[n:27][c:28]([NH:47][CH2:48][CH:49]([c:50]3[cH:51][cH:52][cH:53][cH:54][cH:55]3)[c:56]3[cH:57][cH:58][cH:59][cH:60][cH:61]3)[c:29]3[n:30][cH:31][n:32]([CH:35]4[CH:36]([OH:46])[CH:37]([OH:45])[CH:38]([NH:40][C:41]([CH2:42][CH3:43])=[O:44])[CH2:39]4)[c:33]3[n:34]2)[CH2:15][CH2:16]1. The reactants are C(C1=CC=CC=C1)NC1=NC2=CC=C(C=C2C=C1C=O)OC (2-(benzylamino)-6-methoxyquinoline-3-carbaldehyde), C(C1=CC=CC=C1)NC1=NC2=CC=C(C=C2C=C1C=O)OC (2-(Benzylamino)-6-methoxyquinoline-3-carbaldehyde), sodium borohydride NaBH4. Solvent: C1CCOC1 (THF). Run at time 8 hour. Yields the product C(C1=CC=CC=C1)NC1=NC2=CC=C(C=C2C=C1CO)OC ((2-(Benzylamino)-6-methoxyquinolin-3-yl)methanol). Isolated yield 98.0%. As a reaction SMILES: [CH2:1]([NH:8][C:9]1[C:18]([CH:19]=[O:20])=[CH:17][C:16]2[C:11](=[CH:12][CH:13]=[C:14]([O:21][CH3:22])[CH:15]=2)[N:10]=1)[C:2]1[CH:7]=[CH:6][CH:5]=[CH:4][CH:3]=1>C1COCC1>[CH2:1]([NH:8][C:9]1[C:18]([CH2:19][OH:20])=[CH:17][C:16]2[C:11](=[CH:12][CH:13]=[C:14]([O:21][CH3:22])[CH:15]=2)[N:10]=1)[C:2]1[CH:3]=[CH:4][CH:5]=[CH:6][CH:7]=1. Procedure: To a stirred solution of 2-(benzylamino)-6-methoxyquinoline-3-carbaldehyde SLA 41002 (0.40 g, 1.37 mmol) in THF (50 mL) in a 100 mL round-bottomed flask equipped with a magnetic stirrer was added sodium borohydride NaBH4 (0.24 g, 6.35 mmol) and the mixture was stirred overnight at RT then cooled in an ice bath before quenching by addition of a 1 N aq. HCl solution (15 mL). After stirring for 15 min at that temperature, the mixture was basified to pH=9 with a 2 N aq. NaOH solution. THF was then r...